Dataset: the Open Reaction Database (ORD), a public repository of structured organic reaction records. Task: describe an organic reaction: reactants, conditions, products, and yield The reactants are C(C=C)N (2-propenylamine), OC(C)C1=CC=C(C=C1)C=1C=CC2=C(CC(O2)C(=O)OC)C1 (methyl 2,3-dihydro-5-(4-(1-hydroxyethyl)phenyl)-2-benzofurancarboxylate). Solvent: CO (methanol). Reaction conditions: time 8 hour. Yields the product OC(C)C1=CC=C(C=C1)C=1C=CC2=C(CC(O2)C(=O)NCC=C)C1 (2,3-Dihydro-5-(4-(1-hydroxyethyl)phenyl)-N-(2-propenyl)-2-benzofurancarboxamide). RXN SMILES: [CH2:1]([NH2:4])[CH:2]=[CH2:3].[OH:5][CH:6]([C:8]1[CH:13]=[CH:12][C:11]([C:14]2[CH:15]=[CH:16][C:17]3[O:21][CH:20]([C:22](OC)=[O:23])[CH2:19][C:18]=3[CH:26]=2)=[CH:10][CH:9]=1)[CH3:7]>CO>[OH:5][CH:6]([C:8]1[CH:13]=[CH:12][C:11]([C:14]2[CH:15]=[CH:16][C:17]3[O:21][CH:20]([C:22]([NH:4][CH2:1][CH:2]=[CH2:3])=[O:23])[CH2:19][C:18]=3[CH:26]=2)=[CH:10][CH:9]=1)[CH3:7]. Reported procedure: 15 ml of 2-propenylamine was added to a mixture of 5.0 g of 6D and 100 ml of methanol. The solution was stirred at room temperature overnight. The volatile materials were evaporated under reduced pressure. The residue was stirred with 50 ml of ether, the solid was collected and dried in a vacuum oven to give 6, mp: 122°-124° C. The reactants are iii, CC=1C(=C(C=C(C1)C1=CC(=CC=C1)C(F)(F)F)C=1C=NC=CC1)C(=O)O (5-methyl-3-pyridin-3-yl-3′-trifluoromethyl-biphenyl-4-carboxylic acid), acid chloride, N1(CCCC1)C1CCNCC1 (4-pyrrolidin-1-yl-piperidine). Product: CC=1C(=C(C=C(C1)C1=CC(=CC=C1)C(F)(F)F)C=1C=NC=CC1)C(=O)N1CCC(CC1)N1CCCC1 ((5-Methyl-3-pyridin-3-yl-3′ trifluoromethyl-biphenyl-4-yl)-(4-pyrrolidin-1-yl-piperidin-1-yl)-methanone). RXN SMILES: [CH3:1][C:2]1[C:3]([C:24](O)=[O:25])=[C:4]([C:18]2[CH:19]=[N:20][CH:21]=[CH:22][CH:23]=2)[CH:5]=[C:6]([C:8]2[CH:13]=[CH:12][CH:11]=[C:10]([C:14]([F:17])([F:16])[F:15])[CH:9]=2)[CH:7]=1.[N:27]1([CH:32]2[CH2:37][CH2:36][NH:35][CH2:34][CH2:33]2)[CH2:31][CH2:30][CH2:29][CH2:28]1>>[CH3:1][C:2]1[C:3]([C:24]([N:35]2[CH2:36][CH2:37][CH:32]([N:27]3[CH2:31][CH2:30][CH2:29][CH2:28]3)[CH2:33][CH2:34]2)=[O:25])=[C:4]([C:18]2[CH:19]=[N:20][CH:21]=[CH:22][CH:23]=2)[CH:5]=[C:6]([C:8]2[CH:13]=[CH:12][CH:11]=[C:10]([C:14]([F:15])([F:16])[F:17])[CH:9]=2)[CH:7]=1. Procedure: In analogy to the procedures described in example 1, intermediate 11 E and in example 47, the title compound has been prepared by the following reaction sequence: i) 5-methyl-3-trifluoromethanesulfonyloxy-3′-trifluoromethyl-biphenyl-4-carboxylic acid methyl ester (intermediate 11 C) was reacted with pyridine-3-yl-boronic acid in DMF at 80° C. in the presence of potassium phosphate solution and tetrakis-(triphenylphosphine)-palladium to give 5-methyl-3-pyridin-3-yl-3′-trifluoromethyl-biphenyl-4-c... The reactants are Br.BrC1=CN=CC=2N1N=C(N2)C(F)(F)F (5-bromo-2-(trifluoromethyl) [1,2,4]triazolo[1,5-a]pyrazine hydrobromide), O.NN (hydrazine hydrate). The solvent is C(C)O (ethanol). Reaction conditions: time 8 hour. Product: N(N)C=1C=2N(C=CN1)N=C(N2)C(F)(F)F (8-Hydrazino-2-(trifluoromethyl)[1,2,4]triazolo[1,5-a]pyrazine). RXN SMILES: Br.Br[C:3]1[N:8]2[N:9]=[C:10]([C:12]([F:15])([F:14])[F:13])[N:11]=[C:7]2[CH:6]=[N:5][CH:4]=1.O.[NH2:17][NH2:18]>C(O)C>[NH:17]([C:6]1[C:7]2[N:8]([N:9]=[C:10]([C:12]([F:15])([F:14])[F:13])[N:11]=2)[CH:3]=[CH:4][N:5]=1)[NH2:18] |f:0.1,2.3|. Procedure details: A solution of 400 mg (1.15 mmol) of 5-bromo-2-(trifluoromethyl) [1,2,4]triazolo[1,5-a]pyrazine hydrobromide in 2.5 mL of dry ethanol was treated dropwise with 0.799 mL (11.5 mmol) of hydrazine hydrate, and stirring was continued at ambient temperature overnight. The reaction mixture was concentrated to dryness, and the residue was extracted with dichloromethane and then with tetrahydrofuran. The organic extracts were washed with saturated sodium bicarbonate aqueous solution, filtered, and concen... Procedure: A solution of 4.0 g of the product from Example 15 and 2.2 g of 4,6-dimethoxy-2-aminopyrimidine in 29 ml dry acetonitrile was heated to ca. 60° C. for 11/2 hours and then stirred at room temperature overnight. The product, which had precipitated, was collected and washed with 1-chlorobutane and then dried in vacuo. The yield of N-[(4,6-dimethoxypyrimidin-2-yl)aminocarbonyl]-1-(2-nitrophenyl)ethanesulfonamide was 3.1 g white solid, m.p. 168°-170° C. NMR (DMSO-d6)δ: 1.8 (d, J=7 Hz, 3H, --CH3); 3.8... Reaction SMILES: [N+:1]([C:4]1[CH:9]=[CH:8][CH:7]=[CH:6][C:5]=1[CH:10]([S:12]([N:15]=[C:16]=[O:17])(=[O:14])=[O:13])[CH3:11])([O-:3])=[O:2].[CH3:18][O:19][C:20]1[CH:25]=[C:24]([O:26][CH3:27])[N:23]=[C:22]([NH2:28])[N:21]=1>C(#N)C>[CH3:18][O:19][C:20]1[CH:25]=[C:24]([O:26][CH3:27])[N:23]=[C:22]([NH:28][C:16]([NH:15][S:12]([CH:10]([C:5]2[CH:6]=[CH:7][CH:8]=[CH:9][C:4]=2[N+:1]([O-:3])=[O:2])[CH3:11])(=[O:14])=[O:13])=[O:17])[N:21]=1. The reactants are [N+](=O)([O-])C1=C(C=CC=C1)C(C)S(=O)(=O)N=C=O (1-(2-nitrophenyl)ethanesulfonyl isocyanate), COC1=NC(=NC(=C1)OC)N (4,6-dimethoxy-2-aminopyrimidine). The product is COC1=NC(=NC(=C1)OC)NC(=O)NS(=O)(=O)C(C)C1=C(C=CC=C1)[N+](=O)[O-] (N-[(4,6-Dimethoxypyrimidin-2-yl)aminocarbonyl]-1-(2-nitrophenyl)ethanesulfonamide). Conditions: time 8 hour. The solvent is C(C)#N (acetonitrile). Starting materials: C(C1=CC=CC=C1)OC([C@@H]1N(C[C@H](C1)Br)C(=O)OC(C)(C)C)=O ((4S)-1-(tert-Butoxycarbonyl)-4-bromo-D-proline Benzyl Ester), [N-]=[N+]=[N-].[Na+] (NaN3), 20, ethyl ester. The solvent is CN(C)C=O (DMF). The product is C(C1=CC=CC=C1)OC([C@@H]1N(C[C@@H](C1)N=[N+]=[N-])C(=O)OC(C)(C)C)=O ((4R)-1-(tert-Butoxycarbonyl)-4-azido-D-proline Benzyl Ester). Reaction SMILES: [CH2:1]([O:8][C:9](=[O:23])[C@H:10]1[CH2:14][C@H:13](Br)[CH2:12][N:11]1[C:16]([O:18][C:19]([CH3:22])([CH3:21])[CH3:20])=[O:17])[C:2]1[CH:7]=[CH:6][CH:5]=[CH:4][CH:3]=1.[N-:24]=[N+:25]=[N-:26].[Na+]>CN(C=O)C>[CH2:1]([O:8][C:9](=[O:23])[C@H:10]1[CH2:14][C@@H:13]([N:24]=[N+:25]=[N-:26])[CH2:12][N:11]1[C:16]([O:18][C:19]([CH3:22])([CH3:21])[CH3:20])=[O:17])[C:2]1[CH:7]=[CH:6][CH:5]=[CH:4][CH:3]=1 |f:1.2|. Procedure: The bromo benzyl ester 35 (4.67 g, 12.1 mmol) and NaN3 (4.7 g, 72.3 mmol) were suspended in 175 mL DMF. This mixture was subjected to the procedure for the synthesis of 20 ethyl ester, to give 3.73 g (89% crude yield) of a colorless oil which was used directly in subsequent reactions. 1H NMR (CDCl3) δ1.33/1.45 (2s, 9H), 2.18 (m, 1H), 2.48 (m, 1H), 3.48 (m, 1H), 3.71 (m, 1H), 4.14 (m, 1H), 4.35/4.49 (2dd, J=8.7/3.0 Hz, 1H), 5.16 (m, 2H), 7.34 (s, 5H). FAB MS; MH+ calc. for C17H23N4O4 =347.1719, f... Starting materials: C(CCCCCCC\C=C/CCCCCCCC)(=O)O (oleic acid), aqueous solution, [OH-].[K+] (caustic potash). Solvent: O (water). Conditions: time 2 hour. The product is C(CCCCCCC\C=C/CCCCCCCC)(=O)[O-].[K+] (potassium oleate). RXN SMILES: [C:1]([OH:20])(=[O:19])[CH2:2][CH2:3][CH2:4][CH2:5][CH2:6][CH2:7][CH2:8]/[CH:9]=[CH:10]\[CH2:11][CH2:12][CH2:13][CH2:14][CH2:15][CH2:16][CH2:17][CH3:18].[OH-].[K+:22]>O>[C:1]([O-:20])(=[O:19])[CH2:2][CH2:3][CH2:4][CH2:5][CH2:6][CH2:7][CH2:8]/[CH:9]=[CH:10]\[CH2:11][CH2:12][CH2:13][CH2:14][CH2:15][CH2:16][CH2:17][CH3:18].[K+:22] |f:1.2,4.5|. Reported procedure: In a 2-liter beaker equipped with a stirrer were placed 141 g of oleic acid (acid value: 198), 59 g of a 48% aqueous solution of caustic potash and 1406 g of water. A reaction was carried out for 2 hours at 30° C. with stirring to obtain an aqueous solution of potassium oleate having a pH value of 10.4 and containing 10.1% by weight of a solid matter.